Dataset: the Open Reaction Database (ORD), a public repository of structured organic reaction records. Task: describe an organic reaction: reactants, conditions, products, and yield Reactants: Clc1ncnc2c1CN(Cc1ccccc1)CC2, CC#N, CCN(C(C)C)C(C)C, CC(N)c1ccc(C(F)(F)F)nc1. The product is CC(Nc1ncnc2c1CN(Cc1ccccc1)CC2)c1ccc(C(F)(F)F)nc1. RXN SMILES: [CH2:1]([c:2]1[cH:3][cH:4][cH:5][cH:6][cH:7]1)[N:8]1[CH2:9][c:10]2[c:11]([n:12][cH:13][n:14][c:15]2[Cl:16])[CH2:17][CH2:18]1.[CH3:41][C:42]#[N:43].[CH:32]([N:33]([CH2:34][CH3:35])[CH:36]([CH3:37])[CH3:38])([CH3:39])[CH3:40].[F:19][C:20]([c:21]1[cH:22][cH:23][c:24]([CH:27]([CH3:28])[NH2:29])[cH:25][n:26]1)([F:30])[F:31]>>[CH2:1]([c:2]1[cH:3][cH:4][cH:5][cH:6][cH:7]1)[N:8]1[CH2:9][c:10]2[c:11]([n:12][cH:13][n:14][c:15]2[NH:29][CH:27]([c:24]2[cH:23][cH:22][c:21]([C:20]([F:19])([F:30])[F:31])[n:26][cH:25]2)[CH3:28])[CH2:17][CH2:18]1.